From a dataset of the Open Reaction Database (ORD), a public repository of structured organic reaction records. describe an organic reaction: reactants, conditions, products, and yield Starting materials: FC=1C(=CC(=C(C1)N)[N+](=O)[O-])OC1=CC=C(C=C1)S(=O)(=O)CC (5-fluoro-4-(4-ethanesulfonyl-phenoxy)-2-nitro-phenylamine), N1C(CCC1)[C@@H](C)O (1-(R)-pyrrolidin-2-yl-ethanol). Product: C(C)S(=O)(=O)C1=CC=C(OC=2C(=CC3=C(N=C(N3)C3NCCC3)C2)N2[C@H](CCC2)C(C)=O)C=C1 ((2R)-1-(1-(6-(4-ethanesulfonyl-phenoxy)-2-pyrrolidin-2-yl-3H-benzimidazol-5-yl)-pyrrolidin-2-yl)-ethanone). RXN SMILES: F[C:2]1[C:3]([O:12][C:13]2[CH:18]=[CH:17][C:16]([S:19]([CH2:22][CH3:23])(=[O:21])=[O:20])=[CH:15][CH:14]=2)=[CH:4][C:5]([N+:9]([O-])=O)=[C:6]([NH2:8])[CH:7]=1.[NH:24]1[CH2:28][CH2:27][CH2:26][CH:25]1[C@H:29]([OH:31])[CH3:30]>>[CH2:22]([S:19]([C:16]1[CH:17]=[CH:18][C:13]([O:12][C:3]2[C:2]([N:24]3[CH2:28][CH2:27][CH2:26][C@@H:25]3[C:29](=[O:31])[CH3:30])=[CH:7][C:6]3[NH:8][C:29]([CH:25]4[CH2:26][CH2:27][CH2:28][NH:24]4)=[N:9][C:5]=3[CH:4]=2)=[CH:14][CH:15]=1)(=[O:21])=[O:20])[CH3:23]. Procedure details: The entitled compound was obtained as a pale yellow solid in the same method as in Example 369 or in accordance with the method or by combining it with an ordinary method but using 4-(4-ethanesulfonyl-phenoxy)-5-fluoro-2-nitro-phenylamine obtained in Example 259 (step 1) and 1-(R)-pyrrolidin-2-yl-ethanol. The reactants are N#Cc1cc(Br)cc(Oc2c(Cl)ccc(CNC(=O)c3[nH]cnc3Cl)c2F)c1, C1CCOC1, C#CC1CC1, [Cu]I. Product: N#Cc1cc(C#CC2CC2)cc(Oc2c(Cl)ccc(CNC(=O)c3[nH]cnc3Cl)c2F)c1. As a reaction SMILES: [Br:1][c:2]1[cH:3][c:4]([O:10][c:11]2[c:12]([F:28])[c:13]([CH2:18][NH:19][C:20](=[O:21])[c:22]3[c:23]([Cl:27])[n:24][cH:25][nH:26]3)[cH:14][cH:15][c:16]2[Cl:17])[cH:5][c:6]([C:8]#[N:9])[cH:7]1.[CH2:34]1[O:35][CH2:36][CH2:37][CH2:38]1.[CH:29]1([C:32]#[CH:33])[CH2:30][CH2:31]1.[Cu:39][I:40]>>[c:2]1([C:33]#[C:32][CH:29]2[CH2:30][CH2:31]2)[cH:3][c:4]([O:10][c:11]2[c:12]([F:28])[c:13]([CH2:18][NH:19][C:20](=[O:21])[c:22]3[c:23]([Cl:27])[n:24][cH:25][nH:26]3)[cH:14][cH:15][c:16]2[Cl:17])[cH:5][c:6]([C:8]#[N:9])[cH:7]1. Reactants: CC1(OB(OC1(C)C)C1=CCN(CC1)C(=O)OC(C)(C)C)C (tert-butyl 4-(4,4,5,5-tetramethyl-1,3,2-dioxaborolan-2-yl)-5,6-dihydropyridine-1(2H)-carboxylate), BrC1=NC=CC=C1 (2-bromopyridine), C([O-])([O-])=O.[Na+].[Na+] (sodium carbonate). Reagents/catalysts: C=1C=CC(=CC1)[P](C=2C=CC=CC2)(C=3C=CC=CC3)[Pd]([P](C=4C=CC=CC4)(C=5C=CC=CC5)C=6C=CC=CC6)([P](C=7C=CC=CC7)(C=8C=CC=CC8)C=9C=CC=CC9)[P](C=1C=CC=CC1)(C=1C=CC=CC1)C=1C=CC=CC1 (tetrakis(triphenylphosphine)palladium(0)). The solvent is COCCOC (ethylene glycol dimethyl ether), O (water). Reaction conditions: temperature 85 celsius. Product: N1=C(C=CC=C1)C1=CCN(CC1)C(=O)OC(C)(C)C (tert-butyl 4-(pyridin-2-yl)-5,6-dihydropyridine-1(2H)-carboxylate). The yield is 74.6%. RXN SMILES: CC1(C)C(C)(C)OB([C:9]2[CH2:14][CH2:13][N:12]([C:15]([O:17][C:18]([CH3:21])([CH3:20])[CH3:19])=[O:16])[CH2:11][CH:10]=2)O1.Br[C:24]1[CH:29]=[CH:28][CH:27]=[CH:26][N:25]=1.C(=O)([O-])[O-].[Na+].[Na+]>COCCOC.O.C1C=CC([P]([Pd]([P](C2C=CC=CC=2)(C2C=CC=CC=2)C2C=CC=CC=2)([P](C2C=CC=CC=2)(C2C=CC=CC=2)C2C=CC=CC=2)[P](C2C=CC=CC=2)(C2C=CC=CC=2)C2C=CC=CC=2)(C2C=CC=CC=2)C2C=CC=CC=2)=CC=1>[N:25]1[CH:26]=[CH:27][CH:28]=[CH:29][C:24]=1[C:9]1[CH2:14][CH2:13][N:12]([C:15]([O:17][C:18]([CH3:19])([CH3:20])[CH3:21])=[O:16])[CH2:11][CH:10]=1 |f:2.3.4,^1:46,48,67,86|. Reported procedure: A mixture of tert-butyl 4-(4,4,5,5-tetramethyl-1,3,2-dioxaborolan-2-yl)-5,6-dihydropyridine-1(2H)-carboxylate (0.500 g, 1.04 mmol), 2-bromopyridine (0.164 g, 1.04 mmol), sodium carbonate (0.439 g, 4.14 mmol), tetrakis(triphenylphosphine)palladium(0) (0.120 g, 0.103 mmol) in ethylene glycol dimethyl ether (20 mL) and water (10 mL) was heated at about 85° C. for about 12 hours. The reaction mixture was allowed to cool to ambient temperature and the solvent was removed under reduced pressure. The r...